describe an organic reaction: reactants, conditions, products, and yield From a dataset of the Open Reaction Database (ORD), a public repository of structured organic reaction records. The reactants are COC(=O)C1SC(=C(Cl)C(=O)O)S1, CCOCC, CN(C)C=O, CCOC(C)=O, O=C(Cl)C(=O)Cl, Cl. The product is COC(=O)C1SC(=C(Cl)C=O)S1. Reaction SMILES: [C:1](=[O:2])([OH:3])[C:4]([Cl:5])=[C:6]1[S:7][CH:8]([C:10](=[O:11])[O:12][CH3:13])[S:9]1.[CH2:25]([O:26][CH2:27][CH3:28])[CH3:29].[CH3:20][N:21]([CH3:22])[CH:23]=[O:24].[CH3:30][CH2:31][O:32][C:33](=[O:34])[CH3:35].[Cl:14][C:15]([C:16]([Cl:17])=[O:18])=[O:19].[ClH:36]>>[CH:1](=[O:2])[C:4]([Cl:5])=[C:6]1[S:7][CH:8]([C:10](=[O:11])[O:12][CH3:13])[S:9]1. The reactants are CC(C)Cn1c(CCl)nc2cnc3cc(Br)ccc3c21, ClC(Cl)Cl, [NH4+], [OH-], O=C(OO)c1cccc(Cl)c1, Cc1ccc(S(=O)(=O)Cl)cc1. The product is CC(C)Cn1c(CCl)nc2c(N)nc3cc(Br)ccc3c21. Reaction SMILES: [Br:1][c:2]1[cH:3][cH:4][c:5]2[c:6]3[c:7]([cH:8][n:9][c:10]2[cH:11]1)[n:12][c:13]([CH2:19][Cl:20])[n:14]3[CH2:15][CH:16]([CH3:17])[CH3:18].[CH:45]([Cl:46])([Cl:47])[Cl:48].[NH4+:32].[OH-:33].[OH:21][O:22][C:23]([c:24]1[cH:25][c:26]([Cl:27])[cH:28][cH:29][cH:30]1)=[O:31].[c:34]1([CH3:35])[cH:36][cH:37][c:38]([S:39]([Cl:40])(=[O:41])=[O:42])[cH:43][cH:44]1>>[Br:1][c:2]1[cH:3][cH:4][c:5]2[c:6]3[c:7]([c:8]([NH2:32])[n:9][c:10]2[cH:11]1)[n:12][c:13]([CH2:19][Cl:20])[n:14]3[CH2:15][CH:16]([CH3:17])[CH3:18]. Reactants: ClCCNC(=O)N(C)C1=CC=C(C=C1)C(C(F)(F)F)(C(F)(F)F)O (N-(2-chloroethyl)-N'-[4-(hexafluoro-2-hydroxy-2-propyl)phenyl]-N'-methyl-urea). Solvent: CO (methanol), O (water). Yields the product FC(C(C(F)(F)F)(O)C1=CC=C(N(C)C=2OCCN2)C=C1)(F)F (2-[4-(hexafluoro-2-hydroxy-2-propyl)-N-methylanilino]-2-oxazoline). Yield: 86.3%. As a reaction SMILES: Cl[CH2:2][CH2:3][NH:4][C:5]([N:7]([C:9]1[CH:14]=[CH:13][C:12]([C:15]([OH:24])([C:20]([F:23])([F:22])[F:21])[C:16]([F:19])([F:18])[F:17])=[CH:11][CH:10]=1)[CH3:8])=[O:6]>CO.O>[F:17][C:16]([F:19])([F:18])[C:15]([C:12]1[CH:13]=[CH:14][C:9]([N:7]([C:5]2[O:6][CH2:2][CH2:3][N:4]=2)[CH3:8])=[CH:10][CH:11]=1)([OH:24])[C:20]([F:23])([F:22])[F:21]. Reported procedure: Dissolve 10.0 g (26 m.mole) of N-(2-chloroethyl)-N'-[4-(hexafluoro-2-hydroxy-2-propyl)phenyl]-N'-methyl-urea in a mixture of 50 ml of methanol and 100 ml of water. Heat for one hour on a steam bath. Concentrate, and partition between 1N aqueous sodium bicarbonate solution and ether (diethyl) and then extract with 200 ml of 1N hydrochloric acid. Add sodium bicarbonate and then extract with 200 ml of ether. Dry the ether extract and concentrate to obtain 7.8 g of the title compound as a white soli... Reactants: N1N=NN=C1CC(=O)O (1H-tetrazole-5-acetic acid), NC=1C(N(C(N(C1N)CCC1=CC=C(C=C1)[N+](=O)[O-])=O)CCC)=O (5,6-Diamino-1-[2-(4-nitrophenyl)ethyl]-3-propyluracil). Yields the product [N+](=O)([O-])C1=CC=C(C=C1)CCN1C(N(C(C=2NC(=NC12)CC1=NN=NN1)=O)CCC)=O (3-[2-(4-nitrophenyl)ethyl]-1-propyl-8-[(1H-tetrazol-5-yl)methyl]xanthine). As a reaction SMILES: [NH:1]1[C:5]([CH2:6][C:7](O)=O)=[N:4][N:3]=[N:2]1.[NH2:10][C:11]1[C:12](=[O:33])[N:13]([CH2:30][CH2:31][CH3:32])[C:14](=[O:29])[N:15]([CH2:18][CH2:19][C:20]2[CH:25]=[CH:24][C:23]([N+:26]([O-:28])=[O:27])=[CH:22][CH:21]=2)[C:16]=1[NH2:17]>>[N+:26]([C:23]1[CH:24]=[CH:25][C:20]([CH2:19][CH2:18][N:15]2[C:16]3[N:17]=[C:7]([CH2:6][C:5]4[NH:1][N:2]=[N:3][N:4]=4)[NH:10][C:11]=3[C:12](=[O:33])[N:13]([CH2:30][CH2:31][CH3:32])[C:14]2=[O:29])=[CH:21][CH:22]=1)([O-:28])=[O:27]. Procedure: By the method of Example 2, 1H-tetrazole-5-acetic acid is reacted with 5,6-diamino-1-[2-(4-nitrophenyl)ethyl]-3-propyluracil (6) to yield 3-[2-(4-nitrophenyl)ethyl]-1-propyl-8-[(1H-tetrazol-5-yl)methyl]xanthine. By methods well known in the art, 3-[2-(4-nitrophenyl)ethyl]-1-propyl-8-[(1H-tetrazol-5-yl)methyl]xanthine is reduced with hydrazine hydrate or hydrogen gas in the presence of a palladium catalyst to yield 3-[2-(4-aminophenyl)ethyl]-1-propyl-8-[(1H-tetrazol-5-yl)methyl]xanthine. Reactants: C(C1=CC=CC=C1)N1CCC(CC1)=O (1-benzyl-4-piperidinone), Cl.NO (hydroxylamine hydrochloride). The solvent is N1=CC=CC=C1 (pyridine). Run at temperature 100 celsius. Product: C(C1=CC=CC=C1)N1CCC(CC1)=NO (1-Benzyl-4-piperidinone-oxime). RXN SMILES: [CH2:1]([N:8]1[CH2:13][CH2:12][C:11](=O)[CH2:10][CH2:9]1)[C:2]1[CH:7]=[CH:6][CH:5]=[CH:4][CH:3]=1.Cl.[NH2:16][OH:17]>N1C=CC=CC=1>[CH2:1]([N:8]1[CH2:13][CH2:12][C:11](=[N:16][OH:17])[CH2:10][CH2:9]1)[C:2]1[CH:7]=[CH:6][CH:5]=[CH:4][CH:3]=1 |f:1.2|. Procedure: Following a procedure of P. Brookes, et al., J. Chem. Soc., 3165 (1957), 1-benzyl-4-piperidinone (44.6 g, 0.234 mol) and hydroxylamine hydrochloride (14.0 g, 0.201 mol) are added to 140 ml of dry pyridine and the resulting mixture is heated to 100° C. in an oil bath for 3 hours. The resulting solid is cooled overnight, filtered and crystallized from 1 liter of ethanol. The product is collected as colorless needles, 38.17 g, in two groups with melting point of 225°-237° C., decomposed depending u... The reactants are C(C)OC(CCCOC1=C(C(=CC=C1)CCCCCCOC1=CC(=CC(=C1)S(=O)(=O)CC)Br)CCC(=O)OCC)=O (4-[3-[6-(3-bromo-5-ethanesulfonyl-phenoxy)-hexyl]-2-(2-ethoxycarbonyl-ethyl)-phenoxy]-butyric acid ethyl ester), FC=1C=C(C=CC1F)B(O)O (3,4-difluorophenylboronic acid), C([O-])([O-])=O.[Cs+].[Cs+] (cesium carbonate). The reagents and catalysts are C1=CC=C(C=C1)P([C-]2C=CC=C2)C3=CC=CC=C3.C1=CC=C(C=C1)P([C-]2C=CC=C2)C3=CC=CC=C3.Cl[Pd]Cl.[Fe+2] ([1,1′-bis(diphenylphosphino)ferrocene]dichloropalladium(II)). Product: C(C)OC(CCCOC1=C(C(=CC=C1)CCCCCCOC=1C=C(C=C(C1)S(=O)(=O)CC)C1=CC(=C(C=C1)F)F)CCC(=O)OCC)=O (4-[3-[6-(5-ethanesulfonyl-3′,4′-difluoro-biphenyl-3-yloxy)-hexyl]-2-(2-ethoxycarbonyl-ethyl)-phenoxy]-butyric acid ethyl ester). Isolated yield 93.4%. RXN SMILES: [CH2:1]([O:3][C:4](=[O:41])[CH2:5][CH2:6][CH2:7][O:8][C:9]1[CH:14]=[CH:13][CH:12]=[C:11]([CH2:15][CH2:16][CH2:17][CH2:18][CH2:19][CH2:20][O:21][C:22]2[CH:27]=[C:26]([S:28]([CH2:31][CH3:32])(=[O:30])=[O:29])[CH:25]=[C:24](Br)[CH:23]=2)[C:10]=1[CH2:34][CH2:35][C:36]([O:38][CH2:39][CH3:40])=[O:37])[CH3:2].[F:42][C:43]1[CH:44]=[C:45](B(O)O)[CH:46]=[CH:47][C:48]=1[F:49].C(=O)([O-])[O-].[Cs+].[Cs+]>C1C=CC(P(C2C=CC=CC=2)[C-]2C=CC=C2)=CC=1.C1C=CC(P(C2C=CC=CC=2)[C-]2C=CC=C2)=CC=1.Cl[Pd]Cl.[Fe+2]>[CH2:1]([O:3][C:4](=[O:41])[CH2:5][CH2:6][CH2:7][O:8][C:9]1[CH:14]=[CH:13][CH:12]=[C:11]([CH2:15][CH2:16][CH2:17][CH2:18][CH2:19][CH2:20][O:21][C:22]2[CH:23]=[C:24]([C:46]3[CH:45]=[CH:44][C:43]([F:42])=[C:48]([F:49])[CH:47]=3)[CH:25]=[C:26]([S:28]([CH2:31][CH3:32])(=[O:30])=[O:29])[CH:27]=2)[C:10]=1[CH2:34][CH2:35][C:36]([O:38][CH2:39][CH3:40])=[O:37])[CH3:2] |f:2.3.4,5.6.7.8|. Procedure: A similar procedure as described in Example 41, step 1 was used, starting from 4-[3-[6-(3-bromo-5-ethanesulfonyl-phenoxy)-hexyl]-2-(2-ethoxycarbonyl-ethyl)-phenoxy]-butyric acid ethyl ester (150 mg, 0.23 mmol), 3,4-difluorophenylboronic acid (72 mg, 0.46 mmol), [1,1′-bis(diphenylphosphino)ferrocene]dichloropalladium(II) (29 mg, 0.04 mmol), and cesium carbonate (149 mg, 0.46 mmol) to afford 4-[3-[6-(5-ethanesulfonyl-3′,4′-difluoro-biphenyl-3-yloxy)-hexyl]-2-(2-ethoxycarbonyl-ethyl)-phenoxy]-butyr...